From a dataset of the Open Reaction Database (ORD), a public repository of structured organic reaction records. describe an organic reaction: reactants, conditions, products, and yield The reactants are CC1(OC2=C(NC1=O)C=CC(=C2)C(=O)OC)C (methyl 2,2-dimethyl-3-oxo-3,4-dihydro-2H-1,4-benzoxazin -7-carboxylate), [H-].C(C(C)C)[Al+]CC(C)C (diisobutyl aluminum hydride), Cl (HCl), [H-].C(C(C)C)[Al+]CC(C)C (diisobutyl aluminum hydride). The solvent is C1(=CC=CC=C1)C (toluene), O1CCCC1 (tetrahydrofuran), C1(=CC=CC=C1)C (toluene), C(=O)=O.CC(=O)C (dry ice acetone). Conditions: time 2.5 hour. The product is OCC1=CC2=C(NC(C(O2)(C)C)=O)C=C1 (7-(hydroxymethyl)-2,2-dimethyl-2H-1,4-benzoxazin-3(4H)-one). The yield is 44.2%. As a reaction SMILES: [CH3:1][C:2]1([CH3:17])[C:7](=[O:8])[NH:6][C:5]2[CH:9]=[CH:10][C:11]([C:13](OC)=[O:14])=[CH:12][C:4]=2[O:3]1.[H-].C([Al+]CC(C)C)C(C)C.Cl>O1CCCC1.C1(C)C=CC=CC=1.C(=O)=O.CC(C)=O>[OH:14][CH2:13][C:11]1[CH:10]=[CH:9][C:5]2[NH:6][C:7](=[O:8])[C:2]([CH3:17])([CH3:1])[O:3][C:4]=2[CH:12]=1 |f:1.2,6.7|. Reported procedure: To a solution of methyl 2,2-dimethyl-3-oxo-3,4-dihydro-2H-1,4-benzoxazin -7-carboxylate (1.00 g) in tetrahydrofuran (50 mL) was added dropwise 1M diisobutyl aluminum hydride solution in toluene (13.1 mL) under cooling in dry ice/acetone bath under argon atmosphere, and the mixture was stirred at the same temperature for 2.5 hours. Thereto was further added 1M diisobutyl aluminum hydride solution in toluene (8.5 mL), and the mixture was stirred at the same temperature for 1.5 hours. The reaction ... Starting materials: Cl.C(C)N=C=NCCCN(C)C (1-ethyl-3-[3-dimethylaminopropyl]carbodiimide hydrochloride), NC1=C(C(=O)O)C=C(C=C1[N+](=O)[O-])Cl (2-amino-5-chloro-3-nitrobenzoic acid), FC1=CC=C(C=C1)C1(CCN(CC1)C(=O)OC(C)(C)C)CO (tert-butyl 4-(4-fluorophenyl)-4-(hydroxymethyl)piperidine-1-carboxylate), CN(C)C1=NC=CC=C1 (dimethylaminopyridine). Run in ClCCl (dichloromethane), O (water), C(C)OCC (diethyl ether). Reaction conditions: time 8 hour. Product: NC1=C(C(=O)OCC2(CCN(CC2)C(=O)OC(C)(C)C)C2=CC=C(C=C2)F)C=C(C=C1[N+](=O)[O-])Cl (tert-Butyl 4-((2-amino-5-chloro-3-nitrobenzoyloxy)methyl)-4-(4-fluorophenyl)piperidine-1-carboxylate). RXN SMILES: [NH2:1][C:2]1[C:10]([N+:11]([O-:13])=[O:12])=[CH:9][C:8]([Cl:14])=[CH:7][C:3]=1[C:4]([OH:6])=[O:5].[F:15][C:16]1[CH:21]=[CH:20][C:19]([C:22]2([CH2:35]O)[CH2:27][CH2:26][N:25]([C:28]([O:30][C:31]([CH3:34])([CH3:33])[CH3:32])=[O:29])[CH2:24][CH2:23]2)=[CH:18][CH:17]=1.CN(C1C=CC=CN=1)C.Cl.C(N=C=NCCCN(C)C)C>ClCCl.C(OCC)C.O>[NH2:1][C:2]1[C:10]([N+:11]([O-:13])=[O:12])=[CH:9][C:8]([Cl:14])=[CH:7][C:3]=1[C:4]([O:6][CH2:35][C:22]1([C:19]2[CH:20]=[CH:21][C:16]([F:15])=[CH:17][CH:18]=2)[CH2:23][CH2:24][N:25]([C:28]([O:30][C:31]([CH3:32])([CH3:33])[CH3:34])=[O:29])[CH2:26][CH2:27]1)=[O:5] |f:3.4|. Reported procedure: To a suspension of 2-amino-5-chloro-3-nitrobenzoic acid (500 mg, 2.3 mmol), tert-butyl 4-(4-fluorophenyl)-4-(hydroxymethyl)piperidine-1-carboxylate (714 mg, 2.3 mmol), and dimethylaminopyridine (282 mg, 2.3 mmol) in dichloromethane (6.6 mL) was added 1-ethyl-3-[3-dimethylaminopropyl]carbodiimide hydrochloride (664 mg, 3.46 mmol) in one portion. The suspension was stirred overnight. The reaction was poured into water and diluted with diethyl ether. The ethereal was washed with water, then saturat... Starting materials: solution, C(CCC)[Li] (n-butyllithium), BrC=1C(=C2C(=NNC2=CC1)C1=CC(=CC=C1)F)OC (5-bromo-3-(3-fluoro-phenyl)-4-methoxy-1H-indazole), C(=O)=O (dry ice), [Cl-].[NH4+] (ammonium chloride). Run in CCCCCC (hexane), O1CCCC1 (tetrahydrofuran). Reaction conditions: temperature -78 celsius. The product is FC=1C=C(C=CC1)C1=NNC2=CC=C(C(=C12)OC)C(=O)O (3-(3-Fluoro-phenyl)-4-methoxy-1H-indazole-5-carboxylic acid). As a reaction SMILES: Br[C:2]1[C:3]([O:18][CH3:19])=[C:4]2[C:8](=[CH:9][CH:10]=1)[NH:7][N:6]=[C:5]2[C:11]1[CH:16]=[CH:15][CH:14]=[C:13]([F:17])[CH:12]=1.C([Li])CCC.[C:25](=[O:27])=[O:26].[Cl-].[NH4+]>O1CCCC1.CCCCCC>[F:17][C:13]1[CH:12]=[C:11]([C:5]2[C:4]3[C:8](=[CH:9][CH:10]=[C:2]([C:25]([OH:27])=[O:26])[C:3]=3[O:18][CH3:19])[NH:7][N:6]=2)[CH:16]=[CH:15][CH:14]=1 |f:3.4|. Procedure: A total of 230 mg of 5-bromo-3-(3-fluoro-phenyl)-4-methoxy-1H-indazole obtained in Production Example II-2-c was dissolved in 4.78 ml of tetrahydrofuran, and 0.99 ml of a 1.59 M solution of n-butyllithium in hexane was added under stirring at −78° C. After stirring at −78° C. for 30 minutes, dry ice was added. After stirring at the same temperature for 10 minutes, saturated aqueous ammonium chloride solution was added. The mixture was extracted with ethyl acetate, and the resulting organic layer... The reactants are O=Cc1csc(NC(c2ccccc2)(c2ccccc2)c2ccccc2)n1, C1CCNCC1, CCO, O=C1CSC(=O)N1. Product: O=C1NC(=O)C(=Cc2csc(NC(c3ccccc3)(c3ccccc3)c3ccccc3)n2)S1. RXN SMILES: [C:1]([c:2]1[cH:3][cH:4][cH:5][cH:6][cH:7]1)([c:8]1[cH:9][cH:10][cH:11][cH:12][cH:13]1)([c:14]1[cH:15][cH:16][cH:17][cH:18][cH:19]1)[NH:20][c:21]1[s:22][cH:23][c:24]([CH:26]=[O:27])[n:25]1.[CH2:35]1[CH2:36][CH2:37][NH:38][CH2:39][CH2:40]1.[CH3:41][CH2:42][OH:43].[S:28]1[C:29](=[O:34])[NH:30][C:31](=[O:33])[CH2:32]1>>[C:1]([c:2]1[cH:3][cH:4][cH:5][cH:6][cH:7]1)([c:8]1[cH:9][cH:10][cH:11][cH:12][cH:13]1)([c:14]1[cH:15][cH:16][cH:17][cH:18][cH:19]1)[NH:20][c:21]1[s:22][cH:23][c:24]([CH:26]=[C:32]2[S:28][C:29](=[O:34])[NH:30][C:31]2=[O:33])[n:25]1. Run at temperature -35 celsius, time 30 minute. Run in C1(=CC=CC=C1)C (toluene), CCOC(=O)C (EtOAc). Reported procedure: To a stirred solution of methyl 2-(2-(3-chlorophenyl)-7-isobutyl-5-methylpyrazolo[1,5-a]pyrimidin-6-yl)-2-oxoacetate (0.077 g, 0.170 mmol) in toluene (3 mL) was added 1M (R)-1-methyl-3,3-diphenylhexahydropyrrolo[1,2-c][1,3,2]oxazaborole/toluene (0.034 ml, 0.034 mmol) at rt and cooled to −35° C. To this was added dropwise 1M catecholborane/THF (0.237 ml, 0.237 mmol) over 10 min. After stirring 30 min, the reaction mixture was slowly warm to −15° C. over 30 min and diluted with EtOAc (15 mL). Then... The product is ClC=1C=C(C=CC1)C1=NN2C(N=C(C(=C2CC(C)C)[C@@H](C(=O)OC)O)C)=C1 ((S)-methyl 2-(2-(3-chlorophenyl)-7-isobutyl-5-methylpyrazolo[1,5-a]pyrimidin-6-yl)-2-hydroxyacetate). Reaction SMILES: [Cl:1][C:2]1[CH:3]=[C:4]([C:8]2[CH:27]=[C:11]3[N:12]=[C:13]([CH3:26])[C:14]([C:20](=[O:25])[C:21]([O:23][CH3:24])=[O:22])=[C:15]([CH2:16][CH:17]([CH3:19])[CH3:18])[N:10]3[N:9]=2)[CH:5]=[CH:6][CH:7]=1.CB1N2CCC[C@@H]2C(C2C=CC=CC=2)(C2C=CC=CC=2)O1.C1(C)C=CC=CC=1.[B]1OC2C(=CC=CC=2)O1.C1COCC1.C([O-])([O-])=O.[Na+].[Na+]>C1(C)C=CC=CC=1.CCOC(C)=O>[Cl:1][C:2]1[CH:3]=[C:4]([C:8]2[CH:27]=[C:11]3[N:12]=[C:13]([CH3:26])[C:14]([C@H:20]([OH:25])[C:21]([O:23][CH3:24])=[O:22])=[C:15]([CH2:16][CH:17]([CH3:19])[CH3:18])[N:10]3[N:9]=2)[CH:5]=[CH:6][CH:7]=1 |f:1.2,3.4,5.6.7,^1:55|. Yield: 90.0%. The reactants are ClC=1C=C(C=CC1)C1=NN2C(N=C(C(=C2CC(C)C)C(C(=O)OC)=O)C)=C1 (methyl 2-(2-(3-chlorophenyl)-7-isobutyl-5-methylpyrazolo[1,5-a]pyrimidin-6-yl)-2-oxoacetate), CB1OC([C@@H]2N1CCC2)(C2=CC=CC=C2)C2=CC=CC=C2.C1(=CC=CC=C1)C ((R)-1-methyl-3,3-diphenylhexahydropyrrolo[1,2-c][1,3,2]oxazaborole toluene), C(=O)([O-])[O-].[Na+].[Na+] (Na2CO3), [B]1OC2=CC=CC=C2O1.C1CCOC1 (catecholborane THF).